From a dataset of the Open Reaction Database (ORD), a public repository of structured organic reaction records. describe an organic reaction: reactants, conditions, products, and yield Starting materials: BrC=1C(OC2=C(C(=C(C=C2C1CCl)Br)O)Br)=O (3,6,8-Tribromo-4-chloromethyl-7-hydroxycoumarin), ClC=1C=C2C(=CC(OC2=CC1O)=O)CCl (6-Chloro-4-chloromethyl-7-hydroxycoumarin). The product is C(C)(=O)OCC1=C(C(OC2=C(C(=C(C=C12)Br)O)Br)=O)Br (3,6,8-Tribromo-7-hydroxycoumarin-4-ylmethyl acetate). The yield is 30.0%. Reaction SMILES: [Br:1][C:2]1[C:3](=[O:17])[O:4][C:5]2[C:10]([C:11]=1[CH2:12]Cl)=[CH:9][C:8]([Br:14])=[C:7]([OH:15])[C:6]=2[Br:16].ClC1C=C2C(=CC=1O)[O:25][C:24](=[O:30])[CH:23]=C2CCl>>[C:24]([O:30][CH2:12][C:11]1[C:10]2[C:5](=[C:6]([Br:16])[C:7]([OH:15])=[C:8]([Br:14])[CH:9]=2)[O:4][C:3](=[O:17])[C:2]=1[Br:1])(=[O:25])[CH3:23]. Procedure details: This compound was prepared by the same method as compound 4, starting with compound 13 rather than compound 12, to yield 34.5 mg (73.3 mmol, 30% yield) of compound 6 as an oil. 1H NMR (CDCl3+5% CD3OD) δ 7.88 (1H, s), 5.42 (2H, s), 2.11 (3H, s); MS (ES, negative) 466.9, 468.9, 470.9 and 472.9; UV (KMOPS, pH 7.2) λmax (ε) 397 nm (15,900 M−1cm−1).